Dataset: the Open Reaction Database (ORD), a public repository of structured organic reaction records. Task: describe an organic reaction: reactants, conditions, products, and yield Starting materials: C(C)(=O)OCC.O (ethyl acetate water), FC1=C(C=C(C#N)C=C1)C=O (4-fluoro-3-formylbenzonitrile), BrC1=C(C=C(C=C1)O)CO (4-bromo-3-hydroxymethylphenol), C([O-])([O-])=O.[K+].[K+] (potassium carbonate). Run in CN(C=O)C (N,N-dimethylformamide). Conditions: temperature 70 celsius, time 2 hour. Product: BrC1=C(C=C(OC2=C(C=C(C#N)C=C2)C=O)C=C1)CO (4-[4-bromo-3-(hydroxymethyl)phenoxy]-3-formylbenzonitrile). Yield: 81.5%. Reaction SMILES: F[C:2]1[CH:9]=[CH:8][C:5]([C:6]#[N:7])=[CH:4][C:3]=1[CH:10]=[O:11].[Br:12][C:13]1[CH:18]=[CH:17][C:16]([OH:19])=[CH:15][C:14]=1[CH2:20][OH:21].C(=O)([O-])[O-].[K+].[K+].C(OCC)(=O)C.O>CN(C)C=O>[Br:12][C:13]1[CH:18]=[CH:17][C:16]([O:19][C:2]2[CH:9]=[CH:8][C:5]([C:6]#[N:7])=[CH:4][C:3]=2[CH:10]=[O:11])=[CH:15][C:14]=1[CH2:20][OH:21] |f:2.3.4,5.6|. Procedure details: A mixture of 4-fluoro-3-formylbenzonitrile (14.2 g, 96.0 mmol), 4-bromo-3-hydroxymethylphenol (19.4 g, 96 mmol), and potassium carbonate (15.2 g, 110 mmol) in N,N-dimethylformamide (200 mL) was stirred at 70° C. under nitrogen atmosphere for 2 h. The mixture was poured into ethyl acetate/water. The organic layer was washed with water twice and with brine, then dried on anhydrous sodium sulfate. The solvent was removed under reduced pressure, and the residue was purified by silica gel column (3:1... The product is N#CCC(=O)c1ccc(C#N)o1. Reaction SMILES: [CH2:18]1[O:19][CH2:20][CH2:21][CH2:22]1.[CH3:3][C:4]#[N:5].[CH3:6][O:7][C:8](=[O:9])[c:10]1[o:11][c:12]([C:15]#[N:16])[cH:13][cH:14]1.[ClH:17].[H-:1].[Na+:2]>>[CH2:3]([C:4]#[N:5])[C:8](=[O:7])[c:10]1[o:11][c:12]([C:15]#[N:16])[cH:13][cH:14]1. Reactants: C1CCOC1, CC#N, COC(=O)c1ccc(C#N)o1, Cl, [H-], [Na+].